Dataset: the Open Reaction Database (ORD), a public repository of structured organic reaction records. Task: describe an organic reaction: reactants, conditions, products, and yield The reactants are C(C)(C)OC(C)C (Isopropyl ether), FC1=CC2=C(CCC3CC(N(N=C23)C2=CC=C(C=C2)O)=O)C=C1 (9-fluoro-2-(4-hydroxyphenyl)-4,4a,5,6-tetrahydrobenzo[h]cinnolin-3(2H)-one), [OH-].[Na+] (sodium hydroxide), C(Cl)C1CO1 (epichlorohydrin). Run in CO (methanol), CO (methanol). Product: O1C(COC2=CC=C(C=C2)N2N=C3C4=C(CCC3CC2=O)C=CC(=C4)F)C1 (2-[4-(2,3-epoxypropoxy)phenyl]-9-fluoro-4,4a,5,6-tetrahydrobenzo[h]cinnolin-3(2H)-one). The yield is 37.6%. RXN SMILES: [F:1][C:2]1[CH:23]=[CH:22][C:5]2[CH2:6][CH2:7][CH:8]3[C:13]([C:4]=2[CH:3]=1)=[N:12][N:11]([C:14]1[CH:19]=[CH:18][C:17]([OH:20])=[CH:16][CH:15]=1)[C:10](=[O:21])[CH2:9]3.[OH-].[Na+].[CH2:26]([CH:28]1[O:30][CH2:29]1)Cl.C(OC(C)C)(C)C>CO>[O:30]1[CH2:29][CH:28]1[CH2:26][O:20][C:17]1[CH:18]=[CH:19][C:14]([N:11]2[C:10](=[O:21])[CH2:9][CH:8]3[C:13]([C:4]4[CH:3]=[C:2]([F:1])[CH:23]=[CH:22][C:5]=4[CH2:6][CH2:7]3)=[N:12]2)=[CH:15][CH:16]=1 |f:1.2|. Procedure: To 50 ml of methanol is added 9 g of 9-fluoro-2-(4-hydroxyphenyl)-4,4a,5,6-tetrahydrobenzo[h]cinnolin-3(2H)-one, and 1.7 g of sodium hydroxide dissolved in 70 ml of methanol is added to the mixture under stirring at room temperature. Thereto is added 13 g of epichlorohydrin, and the mixture is heated under reflux for 2 hours. After the reaction mixture is filtered, the filtrate is concentrated under reduced pressure and the residue is extracted with chloroform. The extract is washed with water a... Reactants: CN1C(=CC2=CC=CC=C12)CNC (1-methyl-2-(methylaminomethyl)indole), CN1C=C(C=2C1=NC=CC2)C=O (1-methyl-1H-pyrrolo[2,3-b]pyridine-3-carboxaldehyde), CN1C(=C(C2=CC=CC=C12)C)C=O (1,3-dimethyl-1H-indole-2-carboxaldehyde). Yields the product CN1C=C(C=2C1=NC=CC2)CNC (1-Methyl-3-(methylaminomethyl)-1H-pyrrolo[2,3-b]pyridine). Yield: 45.0%. Reaction SMILES: [CH3:1][N:2]1C2C(=CC=CC=2)C=C1CNC.[CH3:14][N:15]1[C:19]2=[N:20][CH:21]=[CH:22][CH:23]=[C:18]2[C:17]([CH:24]=O)=[CH:16]1.CN1C2C(=CC=CC=2)C(C)=C1C=O>>[CH3:14][N:15]1[C:19]2=[N:20][CH:21]=[CH:22][CH:23]=[C:18]2[C:17]([CH2:24][NH:2][CH3:1])=[CH:16]1. Reported procedure: According to the procedure of Preparation 40 (c), except substituting 1-methyl-1H-pyrrolo[2,3-b]pyridine-3-carboxaldehyde (0.4 g, 2.5 mmole) for the 1,3-dimethyl-1H-indole-2-carboxaldehyde, the title compound (0.2 g, 45%) was prepared as a yellow oil: MS (ES) m/e 176 (M+H)+. The reactants are C[Mg+].[Br-] (MeMgBr), C(=O)(O)[O-].[Na+] (NaHCO3), C(=O)C=1C=C(OC2=NC=C(C#N)C=C2)C=CC1B1OC(C(O1)(C)C)(C)C (6-[3-formyl-4-(4,4,5,5-tetramethyl-[1,3,2]dioxaborolan-2-yl)-phenoxy]-nicotinonitrile), Cl (HCl). Solvent: C1CCOC1 (THF), O (H2O). Run at temperature 0 celsius, time 20 minute. Product: OB1OC(C2=C1C=CC(=C2)OC2=NC=C(C#N)C=C2)C (6-(1-hydroxy-3-methyl-1,3-dihydro-benzo[c][1,2]oxaborol-5-yloxy)-nicotinonitrile). Reaction SMILES: C([C:3]1[CH:4]=[C:5]([CH:15]=[CH:16][C:17]=1[B:18]1[O:22]C(C)(C)[C:20]([CH3:26])(C)[O:19]1)[O:6][C:7]1[CH:14]=[CH:13][C:10]([C:11]#[N:12])=[CH:9][N:8]=1)=O.C[Mg+].[Br-].Cl.C([O-])(O)=O.[Na+]>C1COCC1.O>[OH:22][B:18]1[C:17]2[CH:3]=[CH:4][C:5]([O:6][C:7]3[CH:14]=[CH:13][C:10]([C:11]#[N:12])=[CH:9][N:8]=3)=[CH:15][C:16]=2[CH:20]([CH3:26])[O:19]1 |f:1.2,4.5|. Reported procedure: To a suspension of 6-[3-formyl-4-(4,4,5,5-tetramethyl-[1,3,2]dioxaborolan-2-yl)-phenoxy]-nicotinonitrile (105 mg, 0.3 mmol, 1.0 eq.) in THF (5.0 mL) at 0° C. was added MeMgBr (0.15 mL, 0.45 mmol, 1.5 eq.) drop wise. The mixture was stirred at 0° C. for 20 minutes and allowed to warm to room temperature in another 1 h. After cooling to 0° C., the clear solution was carefully treated with H2O (1 mL), followed by slow addition of HCl (10 mL, 3N). The resulting yellow suspension was allowed to ward ... Reactants: Cl (HCl), [Li]CCCC (nBuLi), BrC1=CC=CC=2OCOC21 (4-bromo-1,3-benzodioxole), B(OC(C)C)(OC(C)C)OC(C)C (triisopropyl borate), [OH-].[Na+] (NaOH). Run in O1CCCC1 (tetrahydrofuran). Yields the product O1COC2=C1C=CC=C2B(O)O (1,3-Benzodioxole-4-boronic acid). The yield is 69.1%. Reaction SMILES: [Li]CCCC.Br[C:7]1[C:15]2[O:14][CH2:13][O:12][C:11]=2[CH:10]=[CH:9][CH:8]=1.[B:16](OC(C)C)([O:21]C(C)C)[O:17]C(C)C.Cl.[OH-].[Na+]>O1CCCC1>[O:12]1[C:11]2[CH:10]=[CH:9][CH:8]=[C:7]([B:16]([OH:21])[OH:17])[C:15]=2[O:14][CH2:13]1 |f:4.5|. Procedure: nBuLi (2.5M in hexanes, 2.38 mL, 5.97 mmol) was dropwise added to a solution of 4-bromo-1,3-benzodioxole (1 g, 4.97 mmol) and triisopropyl borate (1.49 mL, 6.47 mmol) in 50 mL of dry tetrahydrofuran at −78° C. under argon. The reaction was maintained at that temperature for 3 hours, then warmed up to room temperature and cooled back to 0° C. immediately. The solution was acidified to pH=2 with HCl 2N and neutralized to pH=7 with NaOH 2N, it was then extracted with ethyl acetate (3×25 ml), the or... Starting materials: ClC=1C=CC(=C(C1)C1=CC(N(C=C1)C(C(=O)O)C)=O)C#N (2-[4-(5-chloro-2-cyanophenyl)-2-oxopyridin-1(2H)-yl]propanoic acid), NC1=CC(=C(C(=O)OC)C=C1)Cl (methyl 4-amino-2-chlorobenzoate). Yields the product ClC1=C(C(=O)OC)C=CC(=C1)NC(C(C)N1C(C=C(C=C1)C1=C(C=CC(=C1)Cl)C#N)=O)=O (Methyl 2-chloro-4-({2-[4-(5-chloro-2-cyanophenyl)-2-oxopyridin-1(2H)-yl]propanoyl}amino)benzoate). Reaction SMILES: [Cl:1][C:2]1[CH:3]=[CH:4][C:5]([C:20]#[N:21])=[C:6]([C:8]2[CH:13]=[CH:12][N:11]([CH:14]([CH3:18])[C:15]([OH:17])=O)[C:10](=[O:19])[CH:9]=2)[CH:7]=1.[NH2:22][C:23]1[CH:32]=[CH:31][C:26]([C:27]([O:29][CH3:30])=[O:28])=[C:25]([Cl:33])[CH:24]=1>>[Cl:33][C:25]1[CH:24]=[C:23]([NH:22][C:15](=[O:17])[CH:14]([N:11]2[CH:12]=[CH:13][C:8]([C:6]3[CH:7]=[C:2]([Cl:1])[CH:3]=[CH:4][C:5]=3[C:20]#[N:21])=[CH:9][C:10]2=[O:19])[CH3:18])[CH:32]=[CH:31][C:26]=1[C:27]([O:29][CH3:30])=[O:28]. Procedure details: 120 mg (0.39 mmol) of 2-[4-(5-chloro-2-cyanophenyl)-2-oxopyridin-1(2H)-yl]propanoic acid (racemate) and 1.1 eq. of methyl 4-amino-2-chlorobenzoate were reacted according to General Method 5A. Following aqueous work-up, the desired product was precipitated using a mixture of a little water, acetonitrile and DMF. Yield: 69 mg (38% of theory) Reactants: FC1=C(C=O)C=C(C=C1O)OC (fluoro-3-hydroxy-5-methoxybenzaldehyde), FCCI (1-fluoro-2-iodoethane), BrCCOC (2-bromoethylmethyl ether), COC(N=C(C(=NC1=CC=C(C=C1)C1=NOC(=N1)C)C1=C(C(=CC(=C1)OC)O)F)SC)=O ([2-(2-fluoro-3-hydroxy-5-methoxyphenyl)-2-[4-(5-methyl-[1,2,4]oxadiazol-3-yl)phenylimino]-1-methylsulfanylethylidene]carbamic acid methyl ester). Product: FC1=C(C=O)C=C(C=C1OCCOC)OC (2-Fluoro-5-methoxy-3-(2-methoxyethoxy)benzaldehyde). As a reaction SMILES: [F:1][C:2]1[C:9]([OH:10])=[CH:8][C:7]([O:11][CH3:12])=[CH:6][C:3]=1[CH:4]=[O:5].Br[CH2:14][CH2:15][O:16][CH3:17].COC(=O)N=C(SC)C(C1C=C(OC)C=C(O)C=1F)=NC1C=CC(C2N=C(C)ON=2)=CC=1.FCCI>>[F:1][C:2]1[C:9]([O:10][CH2:14][CH2:15][O:16][CH3:17])=[CH:8][C:7]([O:11][CH3:12])=[CH:6][C:3]=1[CH:4]=[O:5]. Reported procedure: The same procedure was carried out as in Example (3e), except that 2-25 fluoro-3-hydroxy-5-methoxybenzaldehyde [CAS No. 883576-31-6] and 2-bromoethylmethyl ether were used instead of respectively [2-(2-fluoro-3-hydroxy-5-methoxyphenyl)-2-[4-(5-methyl-[1,2,4]oxadiazol-3-yl)phenylimino]-1-methylsulfanylethylidene]carbamic acid methyl ester and 1-fluoro-2-iodoethane, to give the title compound was obtained as a white solid.